Dataset: the Open Reaction Database (ORD), a public repository of structured organic reaction records. Task: describe an organic reaction: reactants, conditions, products, and yield Starting materials: CCCCCCCCCCCC[C@H]([C@H]1CC[C@@H](O1)[C@@H](CCCCC(=O)CCCCC[C@H](CC2=C[C@@H](OC2=O)C)O)O)O (annonacinone), COCCl (chloromethyl methyl ether). Solvent: C(C)(C)N(CC)C(C)C (diisopropylethylamine). Conditions: time 8 hour. The product is COCOC(CC=1C(OC(C1)C)=O)CCCCCC(CCCCC(C1OC(CC1)C(CCCCCCCCCCCC)OCOC)OCOC)=O (3-{2,13-bis(methoxymethyloxy)-13-[tetrahydro-5-(1-methoxymethyloxytridecyl) furan-2-yl]tridecan-8-on-1-yl}-5-methyl-2-(5H)-furanone). As a reaction SMILES: [CH3:1][CH2:2][CH2:3][CH2:4][CH2:5][CH2:6][CH2:7][CH2:8][CH2:9][CH2:10][CH2:11][CH2:12][C@@H:13]([OH:42])[C@@H:14]1[O:18][C@@H:17]([C@H:19]([OH:41])[CH2:20][CH2:21][CH2:22][CH2:23][C:24]([CH2:26][CH2:27][CH2:28][CH2:29][CH2:30][C@@H:31]([OH:40])[CH2:32][C:33]2[C:37](=[O:38])[O:36][C@@H:35]([CH3:39])[CH:34]=2)=[O:25])[CH2:16][CH2:15]1.[CH3:43][O:44][CH2:45]Cl>C(N(C(C)C)CC)(C)C>[CH3:43][O:44][CH2:45][O:40][CH:31]([CH2:30][CH2:29][CH2:28][CH2:27][CH2:26][C:24](=[O:25])[CH2:23][CH2:22][CH2:21][CH2:20][CH:19]([O:41][CH2:35][O:36][CH3:37])[CH:17]1[CH2:16][CH2:15][CH:14]([CH:13]([O:42][CH2:17][O:18][CH3:14])[CH2:12][CH2:11][CH2:10][CH2:9][CH2:8][CH2:7][CH2:6][CH2:5][CH2:4][CH2:3][CH2:2][CH3:1])[O:18]1)[CH2:32][C:33]1[C:37](=[O:38])[O:36][CH:35]([CH3:39])[CH:34]=1. Reported procedure: A solution of annonacinone (595 mg, 1.0 mmol) in diisopropylethylamine (7 mL) is stirred at room temperature while chloromethyl methyl ether (360 mg, 4.5 mmol) is added. The mixture is stirred at room temperature for eight hours, concentrated in vacuo, and the residue is partitioned between water (50 mL) and ethyl acetate (50 mL). The aqueous phase is separated and extracted with ethyl acetate (2×50 mL) and the combined organic fractions are washed (1× water), dried (saturated aqueous NaCl, sodi... Reactants: BrC=1C=C(C=CC1)N1C2=C(C=3C=C(C=CC13)C)CN(CC2)C (5-(3-bromophenyl)-2,8-dimethyl-2,3,4,5-tetrahydro-1H-pyrido[4,3-b]indole), CN(C1=NC=C(C=N1)B1OC(C)(C)C(C)(C)O1)C (2-(dimethylamino)pyrimidine-5-boronic acid pinacol ester), C(=O)([O-])[O-].[K+].[K+] (K2CO3), O (water). Reagents/catalysts: C=1C=CC(=CC1)[P](C=2C=CC=CC2)(C=3C=CC=CC3)[Pd]([P](C=4C=CC=CC4)(C=5C=CC=CC5)C=6C=CC=CC6)([P](C=7C=CC=CC7)(C=8C=CC=CC8)C=9C=CC=CC9)[P](C=1C=CC=CC1)(C=1C=CC=CC1)C=1C=CC=CC1 (Pd(PPh3)4). Solvent: COCCOC (DME). Conditions: temperature 90 celsius, time 45 minute. Yields the product CN1CC2=C(N(C=3C=CC(=CC23)C)C=2C=C(C=CC2)C=2C=NC(=NC2)N(C)C)CC1 (5-(3-(2,8-dimethyl-3,4-dihydro-1H-pyrido[4,3-b]indol-5(2H)-yl)phenyl)-N,N-dimethylpyrimidin-2-amine). As a reaction SMILES: Br[C:2]1[CH:3]=[C:4]([N:8]2[C:16]3[CH:15]=[CH:14][C:13]([CH3:17])=[CH:12][C:11]=3[C:10]3[CH2:18][N:19]([CH3:22])[CH2:20][CH2:21][C:9]2=3)[CH:5]=[CH:6][CH:7]=1.[CH3:23][N:24]([CH3:40])[C:25]1[N:30]=[CH:29][C:28](B2OC(C)(C)C(C)(C)O2)=[CH:27][N:26]=1.C([O-])([O-])=O.[K+].[K+].O>COCCOC.C1C=CC([P]([Pd]([P](C2C=CC=CC=2)(C2C=CC=CC=2)C2C=CC=CC=2)([P](C2C=CC=CC=2)(C2C=CC=CC=2)C2C=CC=CC=2)[P](C2C=CC=CC=2)(C2C=CC=CC=2)C2C=CC=CC=2)(C2C=CC=CC=2)C2C=CC=CC=2)=CC=1>[CH3:22][N:19]1[CH2:20][CH2:21][C:9]2[N:8]([C:4]3[CH:3]=[C:2]([C:28]4[CH:27]=[N:26][C:25]([N:24]([CH3:40])[CH3:23])=[N:30][CH:29]=4)[CH:7]=[CH:6][CH:5]=3)[C:16]3[CH:15]=[CH:14][C:13]([CH3:17])=[CH:12][C:11]=3[C:10]=2[CH2:18]1 |f:2.3.4,^1:57,59,78,97|. Procedure: To a de-aerated solution of 5-(3-bromophenyl)-2,8-dimethyl-2,3,4,5-tetrahydro-1H-pyrido[4,3-b]indole (100 mg, 0.281 mmol), 2-(dimethylamino)pyrimidine-5-boronic acid pinacol ester (140 mg, 0.561 mmol) and K2CO3 (120 mg, 0.845 mmol) in DME (4 mL)-water (2 mL) was added Pd(PPh3)4 (16 mg, 0.013 mmol). The reaction mixture was stirred at 90° C. for 45 min. The solvent was removed under reduced pressure, residue diluted with water (20 mL) and extracted with EtOAc (50 mL). The organic layer was dried ...